Task: describe an organic reaction: reactants, conditions, products, and yield. Dataset: the Open Reaction Database (ORD), a public repository of structured organic reaction records Reactants: C(C)(C)(C)NC(=O)N1CCC(=CC1)C=1N=NN(C1)C1=CC=CC=C1 (4-[1-Phenyl-1H-[1,2,3]triazol-4-yl]-1,2,3,6-tetra-hydropyridine-1-carboxylic acid tert-butylamide), [H-].[K+] (potassium hydride), O1CCCC1 (tetrahydrofuran). Reaction conditions: time 10 minute. Yields the product CN(C(=O)N1CCC(=CC1)C=1N=NN(C1)C1=CC=CC=C1)C(C)(C)C (4-[1-Phenyl-1H-[1,2,3]triazol-4-yl]-1,2,3,6-tetra-hydropyridine-1-carboxylic acid methyl tert-butylamide). RXN SMILES: [C:1]([NH:5][C:6]([N:8]1[CH2:13][CH:12]=[C:11]([C:14]2[N:15]=[N:16][N:17]([C:19]3[CH:24]=[CH:23][CH:22]=[CH:21][CH:20]=3)[CH:18]=2)[CH2:10][CH2:9]1)=[O:7])([CH3:4])([CH3:3])[CH3:2].[H-].[K+].O1CCC[CH2:28]1>>[CH3:28][N:5]([C:1]([CH3:4])([CH3:2])[CH3:3])[C:6]([N:8]1[CH2:9][CH:10]=[C:11]([C:14]2[N:15]=[N:16][N:17]([C:19]3[CH:24]=[CH:23][CH:22]=[CH:21][CH:20]=3)[CH:18]=2)[CH2:12][CH2:13]1)=[O:7] |f:1.2|. Reported procedure: 4-[1-Phenyl-1H-[1,2,3]triazol-4-yl]-1,2,3,6-tetra-hydropyridine-1-carboxylic acid tert-butylamide (15 mg) prepared in Example 74 was added to a solution of 35 mg of potassium hydride in 1 ml of tetrahydrofuran washed with hexane. After stirring at room temperature for 10 minutes, 20 μl of methyl iodide was added thereto and the mixture was stirred at room temperature for 30 minutes. Water was added to the reaction solution followed by extracting with chloroform. The resulting organic layer washe...